Dataset: the Open Reaction Database (ORD), a public repository of structured organic reaction records. Task: describe an organic reaction: reactants, conditions, products, and yield Starting materials: C(CC(O)(C(=O)O)CC(=O)O)(=O)O (citric acid), OCC1=NC2=C(N1)C=C(C=C2C(=O)O)NC(=O)C2=C(C=CC=C2)C(F)(F)F (2-(hydroxymethyl)-6-({[2-(trifluoromethyl)phenyl]carbonyl}amino)-1H-benzimidazole-4-carboxylic acid), C(C)(C)N(C(C)C)CC (N,N-diisopropylethylamine), C(Cl)Cl.C1CCOC1 (methylene chloride THF), C(C)(=O)Cl (acetyl chloride). The product is C(C)(=O)OCC1=NC2=C(N1)C=C(C=C2C(NC2=C(C(=CC=C2)Cl)C)=O)NC(=O)C2=C(C=CC=C2)C(F)(F)F ({4-[(3-Chloro-2-methylphenyl) carbamoyl]-6-({[2-(trifluoromethyl)phenyl]carbonyl}amino)-1H-benzimidazol-2-yl}methyl acetate). RXN SMILES: [OH:1][CH2:2][C:3]1[NH:7][C:6]2[CH:8]=[C:9]([NH:15][C:16]([C:18]3[CH:23]=[CH:22][CH:21]=[CH:20][C:19]=3[C:24]([F:27])([F:26])[F:25])=[O:17])[CH:10]=[C:11]([C:12](O)=[O:13])[C:5]=2[N:4]=1.C([N:31](CC)[CH:32]([CH3:34])[CH3:33])(C)C.[C:37](Cl)(=O)[CH3:38].C(O)(=O)CC([CH2:48][C:49]([OH:51])=O)(C(O)=O)O.[CH2:54]([Cl:56])Cl.[CH2:57]1COCC1>>[C:49]([O:1][CH2:2][C:3]1[NH:7][C:6]2[CH:8]=[C:9]([NH:15][C:16]([C:18]3[CH:23]=[CH:22][CH:21]=[CH:20][C:19]=3[C:24]([F:26])([F:25])[F:27])=[O:17])[CH:10]=[C:11]([C:12](=[O:13])[NH:31][C:32]3[CH:33]=[CH:38][CH:37]=[C:54]([Cl:56])[C:34]=3[CH3:57])[C:5]=2[N:4]=1)(=[O:51])[CH3:48] |f:4.5|. Procedure details: A mixture of 2-(hydroxymethyl)-6-({[2-(trifluoromethyl)phenyl]carbonyl}amino)-1H-benzimidazole-4-carboxylic acid (50 mg) and N,N-diisopropylethylamine (49 μL) in methylene chloride-THF (1:1) (2 mL) was stirred under ice-cooling, acetyl chloride (19 μL) was added, and it was stirred at room temperature overnight. The reaction mixture was poured into a cold 10% aqueous citric acid solution, and extracted with ethyl acetate. The organic layer was separated, washed with brine, dried over anhydrous m... Starting materials: ClCCl, CCn1c(=O)c(-c2cc(N)c(F)cc2Cl)cc2cnc(NC3CCN(C)CC3)cc21, O=C=Nc1ccccc1, c1ccncc1. The product is CCn1c(=O)c(-c2cc(NC(=O)Nc3ccccc3)c(F)cc2Cl)cc2cnc(NC3CCN(C)CC3)cc21. As a reaction SMILES: [Cl:46][CH2:47][Cl:48].[NH2:1][c:2]1[c:3]([F:30])[cH:4][c:5]([Cl:29])[c:6](-[c:8]2[c:9](=[O:28])[n:10]([CH2:26][CH3:27])[c:11]3[cH:12][c:13]([NH:18][CH:19]4[CH2:20][CH2:21][N:22]([CH3:25])[CH2:23][CH2:24]4)[n:14][cH:15][c:16]3[cH:17]2)[cH:7]1.[O:37]=[C:38]=[N:39][c:40]1[cH:41][cH:42][cH:43][cH:44][cH:45]1.[cH:31]1[cH:32][cH:33][n:34][cH:35][cH:36]1>>[NH:1]([c:2]1[c:3]([F:30])[cH:4][c:5]([Cl:29])[c:6](-[c:8]2[c:9](=[O:28])[n:10]([CH2:26][CH3:27])[c:11]3[cH:12][c:13]([NH:18][CH:19]4[CH2:20][CH2:21][N:22]([CH3:25])[CH2:23][CH2:24]4)[n:14][cH:15][c:16]3[cH:17]2)[cH:7]1)[C:38](=[O:37])[NH:39][c:40]1[cH:41][cH:42][cH:43][cH:44][cH:45]1. Reactants: C(C1=CC=CC=C1)C1CCN(CC1)C=1NC2=CC=C(C=C2C1)C(=O)N ((4-benzylpiperidinyl)-indole-5-carboxamide), [OH-].[K+] (KOH), C(C=C)(=O)Cl (acryloyl chloride). Solvent: CC(=O)C (acetone). Yields the product C(C=C)(=O)N1C(=CC2=CC(=CC=C12)C(=O)N)N1CCC(CC1)CC1=CC=CC=C1 (1-Acryloyl-(4-benzylpiperidinyl)-indole-5-carboxamide). Reaction SMILES: [CH2:1]([CH:8]1[CH2:13][CH2:12][N:11]([C:14]2[NH:15][C:16]3[C:21]([CH:22]=2)=[CH:20][C:19]([C:23]([NH2:25])=[O:24])=[CH:18][CH:17]=3)[CH2:10][CH2:9]1)[C:2]1[CH:7]=[CH:6][CH:5]=[CH:4][CH:3]=1.[OH-].[K+].[C:28](Cl)(=[O:31])[CH:29]=[CH2:30]>CC(C)=O>[C:28]([N:15]1[C:16]2[C:21](=[CH:20][C:19]([C:23]([NH2:25])=[O:24])=[CH:18][CH:17]=2)[CH:22]=[C:14]1[N:11]1[CH2:10][CH2:9][CH:8]([CH2:1][C:2]2[CH:3]=[CH:4][CH:5]=[CH:6][CH:7]=2)[CH2:13][CH2:12]1)(=[O:31])[CH:29]=[CH2:30] |f:1.2|. Procedure details: 0.318 g (1 mmol) of (4-benzylpiperidinyl)-indole-5-carboxamide was taken in 15 mL dry acetone and was reacted with 0.2 g (5 mmol) of powdered KOH for 15 Min. The mixture was cooled in ice and 0.225 mg (2.5 mmol) of acryloyl chloride was added in one lot. Stirring continued at 0° C. for 20 Min., after which the reaction was further stirred at room temp. for 1 h. the solvent was removed in vacuo and the residue was extracted with ethyl acetate from water. The extract was dried and evaporated. TLC ... Product: Cc1cc(C)c(N2CCN(C(=O)c3ccc(N4CCOC4=O)nc3)CC2)cc1C. Reaction SMILES: [Br:1][c:2]1[cH:3][cH:4][c:5]([C:8](=[O:9])[N:10]2[CH2:11][CH2:12][N:13]([c:16]3[c:17]([CH3:24])[cH:18][c:19]([CH3:23])[c:20]([CH3:22])[cH:21]3)[CH2:14][CH2:15]2)[cH:6][n:7]1.[O:25]1[C:26](=[O:30])[NH:27][CH2:28][CH2:29]1>>[c:2]1([N:27]2[C:26](=[O:30])[O:25][CH2:29][CH2:28]2)[cH:3][cH:4][c:5]([C:8](=[O:9])[N:10]2[CH2:11][CH2:12][N:13]([c:16]3[c:17]([CH3:24])[cH:18][c:19]([CH3:23])[c:20]([CH3:22])[cH:21]3)[CH2:14][CH2:15]2)[cH:6][n:7]1. The reactants are Cc1cc(C)c(N2CCN(C(=O)c3ccc(Br)nc3)CC2)cc1C, O=C1NCCO1. Starting materials: CC(C)(C)COc1ccc2c(c1)C1(COC(N)=N1)c1cc(Br)ccc1O2, CCO, [Pd]. Product: CC(C)(C)COc1ccc2c(c1)C1(COC(N)=N1)c1ccccc1O2. As a reaction SMILES: [Br:1][c:2]1[cH:3][c:4]2[c:5]([cH:6][cH:7]1)[O:8][c:9]1[cH:10][cH:11][c:12]([O:21][CH2:22][C:23]([CH3:24])([CH3:25])[CH3:26])[cH:13][c:14]1[C:15]21[N:16]=[C:17]([NH2:20])[O:18][CH2:19]1.[CH3:28][CH2:29][OH:30].[Pd:27]>>[cH:2]1[cH:3][c:4]2[c:5]([cH:6][cH:7]1)[O:8][c:9]1[cH:10][cH:11][c:12]([O:21][CH2:22][C:23]([CH3:24])([CH3:25])[CH3:26])[cH:13][c:14]1[C:15]21[N:16]=[C:17]([NH2:20])[O:18][CH2:19]1. Starting materials: CCN, CO, NC(=O)c1cc(-c2ccc(C=O)s2)cc2c(C3CCN(S(=O)(=O)CCCN4CCOCC4)CC3)c[nH]c12, ClCCl. The product is CCNCc1ccc(-c2cc(C(N)=O)c3[nH]cc(C4CCN(S(=O)(=O)CCCN5CCOCC5)CC4)c3c2)s1. As a reaction SMILES: [CH2:38]([CH3:39])[NH2:40].[CH3:41][OH:42].[CH:1](=[O:2])[c:3]1[cH:4][cH:5][c:6](-[c:8]2[cH:9][c:10]3[c:11]([CH:20]4[CH2:21][CH2:22][N:23]([S:26](=[O:27])(=[O:28])[CH2:29][CH2:30][CH2:31][N:32]5[CH2:33][CH2:34][O:35][CH2:36][CH2:37]5)[CH2:24][CH2:25]4)[cH:12][nH:13][c:14]3[c:15]([C:17](=[O:18])[NH2:19])[cH:16]2)[s:7]1.[Cl:43][CH2:44][Cl:45]>>[CH2:1]([c:3]1[cH:4][cH:5][c:6](-[c:8]2[cH:9][c:10]3[c:11]([CH:20]4[CH2:21][CH2:22][N:23]([S:26](=[O:27])(=[O:28])[CH2:29][CH2:30][CH2:31][N:32]5[CH2:33][CH2:34][O:35][CH2:36][CH2:37]5)[CH2:24][CH2:25]4)[cH:12][nH:13][c:14]3[c:15]([C:17](=[O:18])[NH2:19])[cH:16]2)[s:7]1)[NH:40][CH2:38][CH3:39]. The reactants are C(C)N1N(CC(C1)NC(C1=CC=C(C=C1)F)=O)CC (N-(1,2-diethyl-4-pyrazolidinyl)-4-fluorobenzamide), Cl[O-].[Na+] (sodium hypochlorite). Yields the product C(C)N1N=CC(C1)NC(C1=CC=C(C=C1)F)=O (N-(4,5-Dihydro-1-ethyl-1H-pyrazol-4-yl)4-fluorobenzamide). As a reaction SMILES: [CH2:1]([N:3]1[CH2:7][CH:6]([NH:8][C:9](=[O:17])[C:10]2[CH:15]=[CH:14][C:13]([F:16])=[CH:12][CH:11]=2)[CH2:5][N:4]1CC)[CH3:2].Cl[O-].[Na+]>>[CH2:1]([N:3]1[CH2:7][CH:6]([NH:8][C:9](=[O:17])[C:10]2[CH:15]=[CH:14][C:13]([F:16])=[CH:12][CH:11]=2)[CH:5]=[N:4]1)[CH3:2] |f:1.2|. Procedure: In accordance with the procedure of Example 2, N-(1,2-diethyl-4-pyrazolidinyl)-4-fluorobenzamide is reacted with sodium hypochlorite and the product is isolated. Reactants: [Cl-].[Li+] (Lithium chloride), CO (methanol), 10, methyl ester, CC1([C@@H](N2[C@H](S1)[C@@H](C2=O)NC(=O)COC=3C=CC=CC3)C(=O)O)C (penicillin V). The reagents and catalysts are [Pt] (platinum). Solvent: C(C)(C)(C)O (tert-butyl alcohol). Conditions: time 160 minute. Product: COC(=O)C(=C(C)C)N1[C@@H]2OC(=N[C@@H]2C1=O)COC1=CC=CC=C1 ((1S, 5R)-6-(1-methoxycarbonyl-2-methyl-1-propenyl)-3-phenoxymethyl-4-oxa-2,6-diazabicyclo[3.2.0]hept-2-en-7-one). Isolated yield 80.0%. As a reaction SMILES: [Cl-].[Li+].[CH3:3][C:4]1([CH3:26])S[C@@H:7]2[C@H:9]([NH:12][C:13]([CH2:15][O:16][C:17]3[CH:18]=[CH:19][CH:20]=[CH:21][CH:22]=3)=[O:14])[C:10](=[O:11])[N:6]2[C@H:5]1[C:23]([OH:25])=[O:24].[CH3:27]O>C(O)(C)(C)C.[Pt]>[CH3:27][O:25][C:23]([C:5]([N:6]1[C:10](=[O:11])[C@@H:9]2[C@H:7]1[O:14][C:13]([CH2:15][O:16][C:17]1[CH:18]=[CH:19][CH:20]=[CH:21][CH:22]=1)=[N:12]2)=[C:4]([CH3:26])[CH3:3])=[O:24] |f:0.1|. Reported procedure: Lithium chloride (6.7 mg) was dissolved in a mixture of 2 ml of methanol and 0.5 ml of tert-butyl alcohol. Thereto was added 72 mg of methyl ester of penicillin V to prepare an electrolyte. Electrolysis was performed at a temperature of less than -70° C. and 10 to 15 V for 160 minutes (5 F) by dipping platinum electrodes (1 cm2) in the electrolyte and passing constant current of 10 mA through the electrolyte. Thereafter, the reaction mixture was stirred at less than -10° C. for about 30 minutes ... Starting materials: C1COCCO1, [Na+], [OH-], CCCCCCCCCCCCCCCCCCOC(=O)N1CCCCC1CCO, Cc1ccc(S(=O)(=O)Cl)cc1. The product is CCCCCCCCCCCCCCCCCCOC(=O)N1CCCCC1CCOS(=O)(=O)c1ccc(C)cc1. As a reaction SMILES: [CH2:44]1[O:45][CH2:46][CH2:47][O:48][CH2:49]1.[Na+:43].[OH-:42].[OH:1][CH2:2][CH2:3][CH:4]1[N:5]([C:10](=[O:11])[O:12][CH2:13][CH2:14][CH2:15][CH2:16][CH2:17][CH2:18][CH2:19][CH2:20][CH2:21][CH2:22][CH2:23][CH2:24][CH2:25][CH2:26][CH2:27][CH2:28][CH2:29][CH3:30])[CH2:6][CH2:7][CH2:8][CH2:9]1.[c:31]1([CH3:41])[cH:32][cH:33][c:34]([S:37](=[O:38])(=[O:39])[Cl:40])[cH:35][cH:36]1>>[O:1]([CH2:2][CH2:3][CH:4]1[N:5]([C:10](=[O:11])[O:12][CH2:13][CH2:14][CH2:15][CH2:16][CH2:17][CH2:18][CH2:19][CH2:20][CH2:21][CH2:22][CH2:23][CH2:24][CH2:25][CH2:26][CH2:27][CH2:28][CH2:29][CH3:30])[CH2:6][CH2:7][CH2:8][CH2:9]1)[S:37]([c:34]1[cH:33][cH:32][c:31]([CH3:41])[cH:36][cH:35]1)(=[O:38])=[O:39].